Dataset: the Open Reaction Database (ORD), a public repository of structured organic reaction records. Task: describe an organic reaction: reactants, conditions, products, and yield Reaction SMILES: [CH3:27][OH:28].[Cl:1][c:2]1[c:3]([N:21]([CH3:22])[CH3:23])[cH:4][c:5](-[c:8]2[cH:9][c:10]3[c:11]([n:12][c:13]([NH:15][C:16](=[O:17])[CH3:18])[s:14]3)[cH:19][cH:20]2)[cH:6][n:7]1.[ClH:26].[Na+:25].[OH-:24]>>[Cl:1][c:2]1[c:3]([N:21]([CH3:22])[CH3:23])[cH:4][c:5](-[c:8]2[cH:9][c:10]3[c:11]([n:12][c:13]([NH2:15])[s:14]3)[cH:19][cH:20]2)[cH:6][n:7]1. The product is CN(C)c1cc(-c2ccc3nc(N)sc3c2)cnc1Cl. Reactants: CO, CC(=O)Nc1nc2ccc(-c3cnc(Cl)c(N(C)C)c3)cc2s1, Cl, [Na+], [OH-].